Dataset: the Open Reaction Database (ORD), a public repository of structured organic reaction records. Task: describe an organic reaction: reactants, conditions, products, and yield Product: C1(CC1)S(=O)(=O)N1C(N(C=2C1=CC1=C(N(N=C1C2F)C)C)C2=C(C=C(C=C2)I)F)=O (5-cyclopropanesulfonyl-8-fluoro-7-(2-fluoro-4-iodophenyl)-2,3-dimethyl-2,7-dihydro-5H-imidazo[4,5-f]indazol-6-one). Procedure: To a solution of 8-fluoro-7-(2-fluoro-4-iodophenyl)-2,3-dimethyl-2,7-dihydro-5H-imidazo[4,5-f]indazol-6-one (34 mg, 0.077 mmol) in THF (5 ml) at −78° C. was added LiHMDS (0.12 ml, 1 M in THF, 0.12 mmol). The reaction mixture was stirred at −78° C. for 10 min and cyclopropylsulfonyl chloride (22 mg, 0.15 mmol) was added to the mixture. The reaction was slowly warmed to room temperature and stirred at the temperature for 16 h. The reaction was quenched with saturated aqueous NH4Cl solution (10 ml)... The solvent is C1CCOC1 (THF). Reaction SMILES: [F:1][C:2]1[C:10]2[C:6](=[C:7]([CH3:12])[N:8]([CH3:11])[N:9]=2)[CH:5]=[C:4]2[NH:13][C:14](=[O:24])[N:15]([C:16]3[CH:21]=[CH:20][C:19]([I:22])=[CH:18][C:17]=3[F:23])[C:3]=12.[Li+].C[Si]([N-][Si](C)(C)C)(C)C.[CH:35]1([S:38](Cl)(=[O:40])=[O:39])[CH2:37][CH2:36]1>C1COCC1>[CH:35]1([S:38]([N:13]2[C:4]3=[CH:5][C:6]4[C:10]([C:2]([F:1])=[C:3]3[N:15]([C:16]3[CH:21]=[CH:20][C:19]([I:22])=[CH:18][C:17]=3[F:23])[C:14]2=[O:24])=[N:9][N:8]([CH3:11])[C:7]=4[CH3:12])(=[O:40])=[O:39])[CH2:37][CH2:36]1 |f:1.2|. The yield is 57.3%. Run at temperature -78 celsius, time 10 minute. Starting materials: FC1=C2C(=CC3=C(N(N=C13)C)C)NC(N2C2=C(C=C(C=C2)I)F)=O (8-fluoro-7-(2-fluoro-4-iodophenyl)-2,3-dimethyl-2,7-dihydro-5H-imidazo[4,5-f]indazol-6-one), [Li+].C[Si](C)(C)[N-][Si](C)(C)C (LiHMDS), C1(CC1)S(=O)(=O)Cl (cyclopropylsulfonyl chloride). Procedure: Reaction under argon atmosphere: to a mixture of 1.69 g (43.7 mmol) of sodium borohydride in 120 ml isopropyl alcohol is added 20.0 g (87.3 mmol) of 4-bromo-7-fluoro-1-indanone portionwise. The reaction mixture is stirred at r.t. for 2 h. The solvent is evaporated. To the residue are added 100 g ice and 200 ml 1N aq. HCl. The mixture is extracted with EtOAc. The combined organic layers are washed with brine, dried and the solvent is evaporated. The residue is chromatographed on silica gel (PE/Et... Run in C(C)(C)O (isopropyl alcohol). Yields the product BrC1=C2CCC(C2=C(C=C1)F)O (4-Bromo-7-fluoroindan-1-ol). The reactants are [BH4-].[Na+] (sodium borohydride), BrC1=C2CCC(C2=C(C=C1)F)=O (4-bromo-7-fluoro-1-indanone). Run at time 2 hour. Reaction SMILES: [BH4-].[Na+].[Br:3][C:4]1[CH:12]=[CH:11][C:10]([F:13])=[C:9]2[C:5]=1[CH2:6][CH2:7][C:8]2=[O:14]>C(O)(C)C>[Br:3][C:4]1[CH:12]=[CH:11][C:10]([F:13])=[C:9]2[C:5]=1[CH2:6][CH2:7][CH:8]2[OH:14] |f:0.1|.